Dataset: the Open Reaction Database (ORD), a public repository of structured organic reaction records. Task: describe an organic reaction: reactants, conditions, products, and yield Reactants: CNCCC1=CC=CC=C1 (N-methyl-N-phenethyl amine), 11, BrCC(=O)Cl (bromoacetyl chloride). Solvent: C(Cl)Cl (methylene chloride), C(Cl)Cl (methylene chloride). Run at temperature -25 celsius, time 15 minute. Yields the product CN(C(CBr)=O)CCC1=CC=CC=C1 (N-methyl-N-phenethyl-2-bromoacetamide). Reaction SMILES: [Br:1][CH2:2][C:3](Cl)=[O:4].[CH3:6][NH:7][CH2:8][CH2:9][C:10]1[CH:15]=[CH:14][CH:13]=[CH:12][CH:11]=1>C(Cl)Cl>[CH3:6][N:7]([CH2:8][CH2:9][C:10]1[CH:15]=[CH:14][CH:13]=[CH:12][CH:11]=1)[C:3](=[O:4])[CH2:2][Br:1]. Reported procedure: To a solution of 27.07 g (171.95 mmol) of bromoacetyl chloride in 100 ml of methylene chloride, cooled to -25° C. by means of an external cooling bath, is added dropwise a solution of 46.5 g (343.9 mmol) of N-methyl-N-phenethyl amine in 50 ml of methylene chloride over a period of 11/2 hours. The reaction mixture is stirred at -25° C. for additional 15 minutes and then allowed to equilibrate to room temperature. The reaction mixture is then partitioned between methylene chloride and water. The o... The product is FC=1C=C(C=CC1O)C1=NC=C(C=N1)C1=CC=C(C=C1)CCCCCCC (2-(3-fluoro-4-hydroxyphenyl)-5-(4-heptylphenyl)pyrimidine). Solvent: C(C)(=O)O (acetic acid), Br (hydrobromic acid). Procedure: 2.5 g of the 2-(3-fluoro-4-methoxyphenyl)-5-(4-heptylphenyl)pyrimidine obtained in Example 1 was dissolved in a mixture of 200 ml of acetic acid and 100 ml of 47% hydrobromic acid. The obtained solution was heated under reflux for 18 hours. The reaction mixture was allowed to cool to room temperature and 500 ml of water was added thereto. The crystals thus precipitated were filtered. The product thus obtained was purified by column chromatography (developing solvent: hexane: ethyl acetate 5:1) t... As a reaction SMILES: [F:1][C:2]1[CH:3]=[C:4]([C:10]2[N:15]=[CH:14][C:13]([C:16]3[CH:21]=[CH:20][C:19]([CH2:22][CH2:23][CH2:24][CH2:25][CH2:26][CH2:27][CH3:28])=[CH:18][CH:17]=3)=[CH:12][N:11]=2)[CH:5]=[CH:6][C:7]=1[O:8]C.O>C(O)(=O)C.Br>[F:1][C:2]1[CH:3]=[C:4]([C:10]2[N:11]=[CH:12][C:13]([C:16]3[CH:21]=[CH:20][C:19]([CH2:22][CH2:23][CH2:24][CH2:25][CH2:26][CH2:27][CH3:28])=[CH:18][CH:17]=3)=[CH:14][N:15]=2)[CH:5]=[CH:6][C:7]=1[OH:8]. Starting materials: FC=1C=C(C=CC1OC)C1=NC=C(C=N1)C1=CC=C(C=C1)CCCCCCC (2-(3-fluoro-4-methoxyphenyl)-5-(4-heptylphenyl)pyrimidine), O (water). Isolated yield 87.2%. Starting materials: OC(C[C@@]1(CCN(C(O1)=O)[C@@H](C)C1=CC=C(C=C1)B1OC(C(O1)(C)C)(C)C)C1=CC=CC=C1)(C)C ((S)-6-(2-hydroxy-2-methylpropyl)-6-phenyl-3-[(S)-1-(4-(4,4,5,5-tetramethyl-1,3,2-dioxaborolan-2-yl)phenyl)ethyl]-1,3-oxazinan-2-one), BrC=1C=NN(C1)C (4-bromo-1-methyl-1H-pyrazole). The product is OC(C[C@@]1(CCN(C(O1)=O)[C@@H](C)C1=CC=C(C=C1)C=1C=NN(C1)C)C1=CC=CC=C1)(C)C ((S)-6-(2-Hydroxy-2-methyl-propyl)-3-{(S)-1-[4-(1-methyl-1H-pyrazol-4-yl)-phenyl]-ethyl}-6-phenyl-[1,3]oxazinan-2-one). Reaction SMILES: [OH:1][C:2]([CH3:35])([CH3:34])[CH2:3][C@@:4]1([C:28]2[CH:33]=[CH:32][CH:31]=[CH:30][CH:29]=2)[O:9][C:8](=[O:10])[N:7]([C@H:11]([C:13]2[CH:18]=[CH:17][C:16](B3OC(C)(C)C(C)(C)O3)=[CH:15][CH:14]=2)[CH3:12])[CH2:6][CH2:5]1.Br[C:37]1[CH:38]=[N:39][N:40]([CH3:42])[CH:41]=1>>[OH:1][C:2]([CH3:34])([CH3:35])[CH2:3][C@@:4]1([C:28]2[CH:29]=[CH:30][CH:31]=[CH:32][CH:33]=2)[O:9][C:8](=[O:10])[N:7]([C@H:11]([C:13]2[CH:18]=[CH:17][C:16]([C:37]3[CH:38]=[N:39][N:40]([CH3:42])[CH:41]=3)=[CH:15][CH:14]=2)[CH3:12])[CH2:6][CH2:5]1. Procedure details: The title compound was prepared from (S)-6-(2-hydroxy-2-methylpropyl)-6-phenyl-3-[(S)-1-(4-(4,4,5,5-tetramethyl-1,3,2-dioxaborolan-2-yl)phenyl)ethyl]-1,3-oxazinan-2-one and 4-bromo-1-methyl-1H-pyrazole following a procedure analogous to that described in Example 171. Mass spectrum (ESI+): m/z=434 [M+H]+. RXN SMILES: [CH2:1]([CH2:2][CH2:3][CH2:4][CH2:5][CH2:6][CH2:7][CH2:8][CH2:9][CH:10]=[CH2:11])[OH:12].[Cl:13][c:14]1[cH:15][cH:16][c:17]([I:20])[cH:18][cH:19]1>>[CH2:1]([CH2:2][CH2:3][CH2:4][CH2:5][CH2:6][CH2:7][CH2:8][CH2:9][C:10]#[C:11][c:17]1[cH:16][cH:15][c:14]([Cl:13])[cH:19][cH:18]1)[OH:12]. The product is OCCCCCCCCCC#Cc1ccc(Cl)cc1. Starting materials: C=CCCCCCCCCCO, Clc1ccc(I)cc1. Starting materials: CCO, ClC(Cl)Cl, O=C1NC(=O)C2(CCOc3c([N+](=O)[O-])cc(F)cc32)S1, O=[Pt]. The product is Nc1cc(F)cc2c1OCCC21SC(=O)NC1=O. Reaction SMILES: [CH3:25][CH2:26][OH:27].[CH:21]([Cl:22])([Cl:23])[Cl:24].[F:1][c:2]1[cH:3][c:4]([N+:18]([O-:19])=[O:20])[c:5]2[c:6]([cH:17]1)[C:7]1([CH2:8][CH2:9][O:10]2)[C:11](=[O:16])[NH:12][C:13](=[O:15])[S:14]1.[Pt:28]=[O:29]>>[F:1][c:2]1[cH:3][c:4]([NH2:18])[c:5]2[c:6]([cH:17]1)[C:7]1([CH2:8][CH2:9][O:10]2)[C:11](=[O:16])[NH:12][C:13](=[O:15])[S:14]1. Reactants: C(CCCCCCCCCCCCCCCCC)OCC(CO)(OC)OC (1-O-octadecyl-2,2-dimethoxy-1,3-propanediol), P(=O)(O)(O)C(=O)OCC (ethyl phosphonoformate), N1=CC=CC=C1 (pyridine), N,N-dicyclohexylcarbodiimide. The solvent is ClCCl (dichloromethane). Product: P(=O)(O)(O)CC(=O)OCC (ethyl phosphono-acetate), 1-O-octadecyl-2,2-dimethoxy-1,3-propane diol-3-ethylphosphonoacetate. As a reaction SMILES: C(OC[C:21]([O:26][CH3:27])([O:24]C)[CH2:22]O)CCCCCCCCCCCCCCCCC.[P:28](C(OCC)=O)([OH:31])([OH:30])=[O:29].N1C=CC=C[CH:38]=1>ClCCl>[P:28]([CH2:22][C:21]([O:26][CH2:27][CH3:38])=[O:24])([OH:31])([OH:30])=[O:29]. Procedure: To a solution of 1-O-octadecyl-2,2-dimethoxy-1,3-propanediol (1.92 gm, 5 mmol) and ethyl phosphonoformate (1.19 g, 5 mmol) in dry pyridine (50 mL), cooled in an ice-salt bath, was added a solution of N,N-dicyclohexylcarbodiimide (3.1 g, 15 mmol) in dry dichloromethane (20 mL). The resulting mixture was stirred at room temperature over. The mixture was filtered, and the filtrate was concentrated to dryness. The residue was flash chromatographed with a gradient of 0-10% methanol in dichloromethane... Reactants: O=C([O-])[O-], CS(C)=O, N#Cc1ccc(F)c2ccccc12, [K+], [K+], O, CC1(CO)CCCNC1. Yields the product CC1(CO)CCCN(c2ccc(C#N)c3ccccc23)C1. Reaction SMILES: [C:23](=[O:24])([O-:25])[O-:26].[CH3:29][S:30]([CH3:31])=[O:32].[F:1][c:2]1[cH:3][cH:4][c:5]([C:12]#[N:13])[c:6]2[cH:7][cH:8][cH:9][cH:10][c:11]12.[K+:27].[K+:28].[OH2:33].[OH:14][CH2:15][C:16]1([CH3:22])[CH2:17][NH:18][CH2:19][CH2:20][CH2:21]1>>[c:2]1([N:18]2[CH2:17][C:16]([CH2:15][OH:14])([CH3:22])[CH2:21][CH2:20][CH2:19]2)[cH:3][cH:4][c:5]([C:12]#[N:13])[c:6]2[cH:7][cH:8][cH:9][cH:10][c:11]12. As a reaction SMILES: [CH3:15][O:16][CH2:17][CH2:18][O:19][AlH2-:20][O:21][CH2:22][CH2:23][O:24][CH3:25].[CH3:28][c:29]1[cH:30][cH:31][cH:32][cH:33][cH:34]1.[F:1][c:2]1[cH:3][cH:4][c:5]2[c:6]([cH:13]1)[NH:7][C:8](=[O:12])[CH2:9][CH2:10][S:11]2.[Na+:14].[Na+:27].[OH-:26]>>[F:1][c:2]1[cH:3][cH:4][c:5]2[c:6]([cH:13]1)[NH:7][CH2:8][CH2:9][CH2:10][S:11]2. The reactants are COCCO[AlH2-]OCCOC, Cc1ccccc1, O=C1CCSc2ccc(F)cc2N1, [Na+], [Na+], [OH-]. Product: Fc1ccc2c(c1)NCCCS2. The reactants are CCOCCNn1cc(C(=O)OCC)c(=O)c2cc(F)c(F)c(F)c21, CC#N, CC(C)OC(C)C, [SiH3]C(Cl)(Cl)Cl. Product: CCOC(=O)c1cn(NCCCl)c2c(F)c(F)c(F)cc2c1=O. RXN SMILES: [CH2:1]([O:2][CH2:4][CH2:5][NH:6][n:7]1[cH:8][c:9]([C:21](=[O:22])[O:23][CH2:24][CH3:25])[c:10](=[O:20])[c:11]2[cH:12][c:13]([F:19])[c:14]([F:18])[c:15]([F:17])[c:16]12)[CH3:3].[CH3:38][C:39]#[N:40].[CH:31]([O:32][CH:33]([CH3:34])[CH3:35])([CH3:36])[CH3:37].[Cl:26][C:27]([SiH3:28])([Cl:29])[Cl:30]>>[CH2:4]([CH2:5][NH:6][n:7]1[cH:8][c:9]([C:21](=[O:22])[O:23][CH2:24][CH3:25])[c:10](=[O:20])[c:11]2[cH:12][c:13]([F:19])[c:14]([F:18])[c:15]([F:17])[c:16]12)[Cl:26].